From a dataset of the Open Reaction Database (ORD), a public repository of structured organic reaction records. describe an organic reaction: reactants, conditions, products, and yield The reactants are CN[C@@H]1CC[C@H](CC1)C#CCO (trans-3-(4-Methylamino-cyclohexyl)-prop-2-yn-1-ol), ClC=1N=NC(=CC1)Cl (3,6-dichloropyridazine), C(C)N(C(C)C)C(C)C (N-ethyldiisopropylamine). Run in CN(C)C=O (DMF). Reaction conditions: temperature 80 celsius. Yields the product ClC1=CC=C(N=N1)N([C@@H]1CC[C@H](CC1)C#CCO)C (trans-3-{4-[(6-Chloro-pyridazin-3-yl)-methyl-amino]-cyclohexyl}-prop-2-yn-1-ol). The yield is 54.5%. RXN SMILES: [CH3:1][NH:2][C@H:3]1[CH2:8][CH2:7][C@H:6]([C:9]#[C:10][CH2:11][OH:12])[CH2:5][CH2:4]1.[Cl:13][C:14]1[N:15]=[N:16][C:17](Cl)=[CH:18][CH:19]=1.C(N(C(C)C)C(C)C)C>CN(C=O)C>[Cl:13][C:14]1[N:15]=[N:16][C:17]([N:2]([CH3:1])[C@H:3]2[CH2:4][CH2:5][C@H:6]([C:9]#[C:10][CH2:11][OH:12])[CH2:7][CH2:8]2)=[CH:18][CH:19]=1. Reported procedure: A mixture of 0.67 g (4 mmol) trans-3-(4-Methylamino-cyclohexyl)-prop-2-yn-1-ol, 2.76 g (18 mmol) of 3,6-dichloropyridazine and 1.76 ml (13.6 mmol) N-ethyldiisopropylamine was heated for 3.5 h at 80° C., diluted with 1 ml DMF and heated for 4 days at 80° C. and one day at 120° C. The reaction was cooled, evaporated and partitioned between aqueous saturated NaHCO3/Et2O (3×). The organic phases were washed with aqueous 10% NaCl, dried (NaSO4) and evaporated. Flash chromatography on silica gel (MeCl... RXN SMILES: Cl[C:2]1[N:3]=[C:4]([NH2:20])[C:5]2[N:6]=[CH:7][N:8]([C:18]=2[N:19]=1)[C@@H:9]1[O:17][C@H:14]([CH2:15][OH:16])[C@@H:12]([OH:13])[C@H:10]1[OH:11].[CH:21]1([CH2:27][CH2:28][C:29]2[CH:37]=[CH:36][C:32]([CH2:33][CH2:34][NH2:35])=[CH:31][CH:30]=2)[CH2:26][CH2:25][CH2:24][CH2:23][CH2:22]1>>[CH2:22]1[CH2:23][CH2:24][CH2:25][CH2:26][CH:21]1[CH2:27][CH2:28][C:29]1[CH:30]=[CH:31][C:32]([CH2:33][CH2:34][NH:35][C:2]2[N:3]=[C:4]([NH2:20])[C:5]3[N:6]=[CH:7][N:8]([C:18]=3[N:19]=2)[C@@H:9]2[O:17][C@H:14]([CH2:15][OH:16])[C@@H:12]([OH:13])[C@H:10]2[OH:11])=[CH:36][CH:37]=1. Reported procedure: Reaction of 2-chloroadenosine with p-(2-cyclohexylethyl)-phenethylamine as described in Example 14 gives 2-[2-(p-2-cyclohexylethyl-phenyl)-ethylamino]-adenosine, [alpha]D25 =-25.6° in DMSO, m.p. 154°-160°. Reactants: ClC=1N=C(C=2N=CN([C@H]3[C@H](O)[C@H](O)[C@@H](CO)O3)C2N1)N (2-chloroadenosine), C1(CCCCC1)CCC1=CC=C(CCN)C=C1 (p-(2-cyclohexylethyl)-phenethylamine). Product: C1C(CCCC1)CCC1=CC=C(C=C1)CCNC=1N=C(C=2N=CN([C@H]3[C@H](O)[C@H](O)[C@@H](CO)O3)C2N1)N (2-[2-(p-2-cyclohexylethyl-phenyl)-ethylamino]-adenosine). The reactants are CC(C)(C)C=1C=C(C=C(C1O)C(C)(C)C)SC#N (3,5-bis(1,1-dimethylethyl)-4-hydroxyphenylthiocyanate), C(C)OP(OCC)OCC (triethylphosphite), O (water). Run in CO (methanol). Yields the product CC(C)(C)C1=C(C(=CC(=C1)SC)C(C)(C)C)O (2,6-bis(1,1-dimethylethyl)-4-(methylthio)phenol). Reaction SMILES: [CH3:1][C:2]([C:5]1[CH:6]=[C:7]([S:16][C:17]#N)[CH:8]=[C:9]([C:12]([CH3:15])([CH3:14])[CH3:13])[C:10]=1[OH:11])([CH3:4])[CH3:3].C(OP(OCC)OCC)C.O>CO>[CH3:4][C:2]([C:5]1[CH:6]=[C:7]([S:16][CH3:17])[CH:8]=[C:9]([C:12]([CH3:15])([CH3:14])[CH3:13])[C:10]=1[OH:11])([CH3:1])[CH3:3]. Reported procedure: A mixture of 3,5-bis(1,1-dimethylethyl)-4-hydroxyphenylthiocyanate (238 g, 0.90 mole), triethylphosphite (225 g, 1.35 mole), water (200 g), and methanol (2000 ml) was stirred at reflux for two hours. Upon cooling, the mixture was concentrated in vacuo. The residue was triturated with water, and the solid was collected by filtration and air dried. Recrystallization from aqueous methanol gave the title compound, m.p. 69°-71°. The reactants are C1(=CC=C(C=C1)C(=O)C1=C2CCC(C2=CC=C1)C#N)C (4-(p-toluoyl)indan-1-carbonitrile), O (water), polyphosphoric acid, polyphosphoric acid. Run at temperature 90 celsius, time 30 minute. Product: C1(=CC=C(C=C1)C(=O)C1=C2CCC(C2=CC=C1)C(=O)N)C (4-(p-toluoyl)indan-1-carboxamide). RXN SMILES: [C:1]1([CH3:20])[CH:6]=[CH:5][C:4]([C:7]([C:9]2[CH:17]=[CH:16][CH:15]=[C:14]3[C:10]=2[CH2:11][CH2:12][CH:13]3[C:18]#[N:19])=[O:8])=[CH:3][CH:2]=1.[OH2:21]>>[C:1]1([CH3:20])[CH:2]=[CH:3][C:4]([C:7]([C:9]2[CH:17]=[CH:16][CH:15]=[C:14]3[C:10]=2[CH2:11][CH2:12][CH:13]3[C:18]([NH2:19])=[O:21])=[O:8])=[CH:5][CH:6]=1. Procedure: To 2.3 g. of 4-(p-toluoyl)indan-1-carbonitrile is added 75 g. of polyphosphoric acid and the mixture is worked into a homogeneous solution by heating on a water bath at 90° C for 30 minutes and, then, on an oil bath at 120°-130° C for 30 minutes. Following the addition of water to decompose the polyphosphoric acid, the reaction mixture is extracted with ethyl acetate. The extract is washed with water, 5 % aqueous sodium hydrogen carbonate and water in the order mentioned and, then, dried. It is,... Starting materials: C(C)N1C(=C(C2=CC=CC=C12)C(=O)C1=C(C(=O)O)C(=C(C(=C1Cl)Cl)Cl)Cl)C (2-(1-ethyl-2-methyl-3-indolyl)carbonyl-3,4,5,6-tetrachlorobenzoic acid), C(C)N(C1=CC(=CC=C1)N(CC)CC)CC (N,N,N',N'-tetraethyl-m-phenylenediamine). The solvent is C(C)(=O)OC(C)=O (acetic anhydride). Yields the product C(C)N(C1=C(C=CC(=C1)N(CC)CC)C1(OC(=O)C2=C(C(=C(C(=C12)Cl)Cl)Cl)Cl)C1=C(N(C2=CC=CC=C12)CC)C)CC (3-[2,4-bis(diethylamino)phenyl]-3-(1-ethyl-2-methyl-3-indolyl)-4,5,6,7-tetrachlorophthalide), CN(C1=C(C=CC(=C1)N(C)C)C1(OC(=O)C2=C(C(=C(C(=C12)Cl)Cl)Cl)Cl)C1=C(N(C2=CC=CC=C12)C)C)C ((2,4-bis(dimethylamino)phenyl]-3-(1,2-dimethyl-3-indolyl)-4,5,6,7-tetrachlorophthalide). As a reaction SMILES: [CH2:1]([N:3]1[C:11]2[C:6](=[CH:7][CH:8]=[CH:9][CH:10]=2)[C:5]([C:12]([C:14]2[C:22]([Cl:23])=[C:21]([Cl:24])[C:20]([Cl:25])=[C:19]([Cl:26])[C:15]=2[C:16]([OH:18])=[O:17])=[O:13])=[C:4]1[CH3:27])[CH3:2].[CH2:28]([N:30]([CH2:42][CH3:43])[C:31]1[CH:36]=[CH:35][CH:34]=[C:33]([N:37]([CH2:40][CH3:41])[CH2:38][CH3:39])[CH:32]=1)[CH3:29]>C(OC(=O)C)(=O)C>[CH2:38]([N:37]([CH2:40][CH3:41])[C:33]1[CH:32]=[C:31]([N:30]([CH2:28][CH3:29])[CH2:42][CH3:43])[CH:36]=[CH:35][C:34]=1[C:12]1([C:5]2[C:6]3[C:11](=[CH:10][CH:9]=[CH:8][CH:7]=3)[N:3]([CH2:1][CH3:2])[C:4]=2[CH3:27])[C:14]2[C:15](=[C:19]([Cl:26])[C:20]([Cl:25])=[C:21]([Cl:24])[C:22]=2[Cl:23])[C:16](=[O:18])[O:17]1)[CH3:39].[CH3:42][N:30]([CH3:28])[C:31]1[CH:32]=[C:33]([N:37]([CH3:38])[CH3:40])[CH:34]=[CH:35][C:36]=1[C:12]1([C:5]2[C:6]3[C:11](=[CH:10][CH:9]=[CH:8][CH:7]=3)[N:3]([CH3:1])[C:4]=2[CH3:27])[C:14]2[C:15](=[C:19]([Cl:26])[C:20]([Cl:25])=[C:21]([Cl:24])[C:22]=2[Cl:23])[C:16](=[O:18])[O:13]1. Procedure details: Following a procedure similar to that described in part B of Example 2 above, 4.45 g (0.01 mole) of 2-(1-ethyl-2-methyl-3-indolyl)carbonyl-3,4,5,6-tetrachlorobenzoic acid and 2.20 g (0.01 mole) of N,N,N',N'-tetraethyl-m-phenylenediamine were interacted in the presence of ten ml of acetic anhydride to obtain 3-[2,4-bis(diethylamino)phenyl]-3-(1-ethyl-2-methyl-3-indolyl)-4,5,6,7-tetrachlorophthalide (Formula III: R°=R1 =R2 =R3 =Cl; R=R6 =CH2CH3 ; R4 =N(CH2CH3)2 ; R5 =CH3 ; Y1 =H) melting at 100°-1... Reactants: ClC1=NN=CC2=C(C=C(C=C12)OC)C1=CC=CC=C1 (1-chloro-7-methoxy-5-phenylphthalazine), NC1CCN(CC1)CC1=CC2=CC=CC=C2C=C1 (4-amino-1-(naphthalen-2-yl-methyl)piperidine). Product: Cl.Cl.COC1=CC(=C2C=NN=C(C2=C1)NC1CCN(CC1)CC1=CC2=CC=CC=C2C=C1)C1=CC=CC=C1 (7-Methoxy-N-[1-(naphthalen-2-ylmethyl)piperidin-4-yl]-5-phenylphthalazin-1-amine dihydrochloride). RXN SMILES: [Cl:1][C:2]1[C:11]2[C:6](=[C:7]([C:14]3[CH:19]=[CH:18][CH:17]=[CH:16][CH:15]=3)[CH:8]=[C:9]([O:12][CH3:13])[CH:10]=2)[CH:5]=[N:4][N:3]=1.[NH2:20][CH:21]1[CH2:26][CH2:25][N:24]([CH2:27][C:28]2[CH:37]=[CH:36][C:35]3[C:30](=[CH:31][CH:32]=[CH:33][CH:34]=3)[CH:29]=2)[CH2:23][CH2:22]1>>[ClH:1].[ClH:1].[CH3:13][O:12][C:9]1[CH:10]=[C:11]2[C:6]([CH:5]=[N:4][N:3]=[C:2]2[NH:20][CH:21]2[CH2:22][CH2:23][N:24]([CH2:27][C:28]3[CH:37]=[CH:36][C:35]4[C:30](=[CH:31][CH:32]=[CH:33][CH:34]=4)[CH:29]=3)[CH2:25][CH2:26]2)=[C:7]([C:14]2[CH:19]=[CH:18][CH:17]=[CH:16][CH:15]=2)[CH:8]=1 |f:2.3.4|. Procedure: This compound is obtained according to the procedure described in 2.4. by reacting 1-chloro-7-methoxy-5-phenylphthalazine with 4-amino-1-(naphthalen-2-yl-methyl)piperidine. Reported procedure: K2CO3 (835 mg) was suspended in dioxane (40 mL), and 2-hydroxy-4-(methoxymethoxy)benzaldehyde (1 g) and 3-methyl 2-butanal (0.787 mL) were added thereto, followed by stirring at 110° C. overnight. EtOAc was added thereto, the insoluble materials were removed by filtration through celite, and the filtrate was concentrated under reduced pressure. The residue was purified by silica gel column chromatography (automatic purification device, hexane:EtOAc=95:5 to 70:30) to obtain 7-(methoxymethoxy)-2,2... The reactants are C(=O)([O-])[O-].[K+].[K+] (K2CO3), CCOC(=O)C (EtOAc), OC1=C(C=O)C=CC(=C1)OCOC (2-hydroxy-4-(methoxymethoxy)benzaldehyde), CC(C(C)=O)C (3-methyl 2-butanal). RXN SMILES: [C:1]([O-:4])([O-])=O.[K+].[K+].[OH:7][C:8]1[CH:15]=[C:14]([O:16][CH2:17][O:18][CH3:19])[CH:13]=[CH:12][C:9]=1[CH:10]=O.[CH3:20][CH:21]([CH3:25])[C:22](=O)C.CCOC(C)=O>O1CCOCC1>[CH3:19][O:18][CH2:17][O:16][C:14]1[CH:15]=[C:8]2[C:9]([CH:10]=[C:20]([CH:1]=[O:4])[C:21]([CH3:25])([CH3:22])[O:7]2)=[CH:12][CH:13]=1 |f:0.1.2|. Yields the product COCOC1=CC=C2C=C(C(OC2=C1)(C)C)C=O (7-(methoxymethoxy)-2,2-dimethyl-2H-chromene-3-carbaldehyde). Run at temperature 110 celsius, time 8 hour. The solvent is O1CCOCC1 (dioxane). Reactants: CC(Cl)c1cccnc1, OCCn1ccnc1. Reagents/catalysts: O=C([O-])[O-].[Cs+].[Cs+] (cesium carbonate), [I-].[K+] (potassium iodide). The solvent is CN(C)C=O (DMF), CN(C)C=O (dmf), CN(C)C=O (DMF). Conditions: temperature 70 celsius, time 16 hour. Product: CC(OCCn1ccnc1)c1cccnc1. Starting materials: OC1=NC2=CC=C(C=C2C(=N1)N(C(=O)OCC)N)OC (ethyl 2-hydroxy-6-methoxy-quinazoline-4-yl-carbazate), ice water, CN(C=O)C (dimethylformamide). The product is COC1=CC=2C=3N(C(NC2C=C1)=O)C(NN3)=O (9-Methoxy-2,3,5,6-tetrahydro-1,2,4-triazolo[4,3-c]quinazoline-3,5-dione). RXN SMILES: [OH:1][C:2]1[N:11]=[C:10]([N:12]([NH2:18])C(OCC)=O)[C:9]2[C:4](=[CH:5][CH:6]=[C:7]([O:19][CH3:20])[CH:8]=2)[N:3]=1.CN(C)[CH:23]=[O:24]>>[CH3:20][O:19][C:7]1[CH:6]=[CH:5][C:4]2[NH:3][C:2](=[O:1])[N:11]3[C:23](=[O:24])[NH:18][N:12]=[C:10]3[C:9]=2[CH:8]=1. Procedure: 3.0 g (0.011 mol) of ethyl 2-hydroxy-6-methoxy-quinazoline-4-yl-carbazate in 70 ml of dimethylformamide were boiled under reflux for 2 hrs. The reaction mixture was cooled to room temperature and then poured on to ice-water. The precipitate was filtered off, washed with methanol and dried in a vacuum. There were obtained white crystals which were recrystallized from methanol/acetone. Yield: 1.16 g (46%) of 9-methoxy-2,3,5,6-tetrahydro-1,2,4-triazolo[4,3-c]quinazoline-3,5-dione as beige crystals;... Reactants: ClC1=CC=C(OC(=O)N([C@@H]2CC[C@H](CC2)CCCCOS(=O)(=O)C)C)C=C1 (trans-Methanesulfonic acid 4-{4-[(4-chloro-phenoxycarbonyl)-methyl-amino]-cyclohexyl}-butyl ester), C(C)NCCO (2-ethylamino-ethanol). The product is ClC1=CC=C(C=C1)OC(N(C)[C@@H]1CC[C@H](CC1)CCCCN(CCO)CC)=O (trans-(4-{4-[Ethyl-(2-hydroxy-ethyl)-amino]-butyl}-cyclohexyl)-methyl-carbamic acid 4-chloro-phenyl ester). Reaction SMILES: [Cl:1][C:2]1[CH:27]=[CH:26][C:5]([O:6][C:7]([N:9]([CH3:25])[C@H:10]2[CH2:15][CH2:14][C@H:13]([CH2:16][CH2:17][CH2:18][CH2:19]OS(C)(=O)=O)[CH2:12][CH2:11]2)=[O:8])=[CH:4][CH:3]=1.[CH2:28]([NH:30][CH2:31][CH2:32][OH:33])[CH3:29]>>[Cl:1][C:2]1[CH:27]=[CH:26][C:5]([O:6][C:7](=[O:8])[N:9]([C@H:10]2[CH2:15][CH2:14][C@H:13]([CH2:16][CH2:17][CH2:18][CH2:19][N:30]([CH2:28][CH3:29])[CH2:31][CH2:32][OH:33])[CH2:12][CH2:11]2)[CH3:25])=[CH:4][CH:3]=1. Procedure: In analogy to examples 31.6, trans-Methanesulfonic acid 4-{4-[(4-chloro-phenoxycarbonyl)-methyl-amino]-cyclohexyl}-butyl ester was treated with 2-ethylamino-ethanol to give trans-(4-{4-[Ethyl-(2-hydroxy-ethyl)-amino]-butyl}-cyclohexyl)-methyl-carbamic acid 4-chloro-phenyl ester, MS: 411 (MH+, 1Cl).